From a dataset of the Open Reaction Database (ORD), a public repository of structured organic reaction records. describe an organic reaction: reactants, conditions, products, and yield The reactants are COC(CC(C)=O)=O (3-oxo-butyric acid methyl ester), R3—(CH2)m—NH2, C1(CCCCC1)N (cyclohexylamine), BrCC(=O)C1=C(C=CC(=C1)C(F)(F)F)F (2-bromo-1-(2-fluoro-5-trifluoromethyl-phenyl)-ethanone), NC[C@@H]1CC[C@H](CC1)O (trans-4-(aminomethyl)-cyclohexanol). Reaction SMILES: C[O:2][C:3](=O)[CH2:4][C:5](=O)[CH3:6].Br[CH2:10][C:11]([C:13]1[CH:18]=[C:17]([C:19]([F:22])([F:21])[F:20])[CH:16]=[CH:15][C:14]=1[F:23])=O.[NH2:24][CH2:25][C@H:26]1[CH2:31][CH2:30][C@H:29]([OH:32])[CH2:28][CH2:27]1.[CH:33]1([NH2:39])[CH2:38][CH2:37][CH2:36][CH2:35][CH2:34]1>>[CH:33]1([NH:39][C:3]([C:4]2[CH:10]=[C:11]([C:13]3[CH:18]=[C:17]([C:19]([F:22])([F:21])[F:20])[CH:16]=[CH:15][C:14]=3[F:23])[N:24]([CH2:25][CH:26]3[CH2:31][CH2:30][CH:29]([OH:32])[CH2:28][CH2:27]3)[C:5]=2[CH3:6])=[O:2])[CH2:38][CH2:37][CH2:36][CH2:35][CH2:34]1. Reported procedure: The title compound was synthesized in analogy to Example 68, using 3-oxo-butyric acid methyl ester as compound of formula R, 2-bromo-1-(2-fluoro-5-trifluoromethyl-phenyl)-ethanone as compound of formula S, trans-4-(aminomethyl)-cyclohexanol, as R3—(CH2)m—NH2 and cyclohexylamine as R1R2NH, MS (ISP) 481.6 (M+H)+. The product is C1(CCCCC1)NC(=O)C1=C(N(C(=C1)C1=C(C=CC(=C1)C(F)(F)F)F)CC1CCC(CC1)O)C (5-(2-Fluoro-5-trifluoromethyl-phenyl)-1-(4-hydroxy-cyclohexylmethyl)-2-methyl-1H-pyrrole-3-carboxylic acid cyclohexylamide).